From a dataset of the Open Reaction Database (ORD), a public repository of structured organic reaction records. describe an organic reaction: reactants, conditions, products, and yield The reactants are C(C1=CC=CC=C1)OC(=O)N[C@H](C(=O)NCCCCOC1=C(C(=O)OC)C(=CC=C1)O)CC1=CC(=C(C=C1)C1CC(NS1(=O)=O)=O)Br (methyl 2-[4-((2S)-2-[(benzyloxy)carbonyl]amino-3-[3-bromo-4-(1,1-dioxido-3-oxoisothiazolidin-5-yl)phenyl]propanoylamino)butoxy]-6-hydroxybenzoate), C1(=CC=CC=C1)B(O)O (phenylboronic acid), C([O-])([O-])=O.[Na+].[Na+] (sodium carbonate). The reagents and catalysts are C=1C=CC(=CC1)[P](C=2C=CC=CC2)(C=3C=CC=CC3)[Pd]([P](C=4C=CC=CC4)(C=5C=CC=CC5)C=6C=CC=CC6)([P](C=7C=CC=CC7)(C=8C=CC=CC8)C=9C=CC=CC9)[P](C=1C=CC=CC1)(C=1C=CC=CC1)C=1C=CC=CC1 (Tetrakis(triphenylphosphine)palladium(0)). Solvent: C1(=CC=CC=C1)C (toluene), O1CCOCC1 (1,4-dioxane), O (water). Run at temperature 100 celsius. Yields the product C(C1=CC=CC=C1)OC(=O)N[C@H](C(=O)NCCCCOC1=C(C(=O)O)C(=CC=C1)O)CC=1C=C(C(=CC1)C1CC(NS1(=O)=O)=O)C1=CC=CC=C1 (2-[4-((2S)-2-[(Benzyloxy)carbonyl]amino-3-[6-(1,1-dioxido-3-oxoisothiazolidin-5-yl)biphenyl-3-yl]propanoylamino)butoxy]-6-hydroxybenzoic acid). The yield is 33.2%. Reaction SMILES: [CH2:1]([O:8][C:9]([NH:11][C@@H:12]([CH2:32][C:33]1[CH:38]=[CH:37][C:36]([CH:39]2[S:43](=[O:45])(=[O:44])[NH:42][C:41](=[O:46])[CH2:40]2)=[C:35](Br)[CH:34]=1)[C:13]([NH:15][CH2:16][CH2:17][CH2:18][CH2:19][O:20][C:21]1[CH:30]=[CH:29][CH:28]=[C:27]([OH:31])[C:22]=1[C:23]([O:25]C)=[O:24])=[O:14])=[O:10])[C:2]1[CH:7]=[CH:6][CH:5]=[CH:4][CH:3]=1.[C:48]1(B(O)O)[CH:53]=[CH:52][CH:51]=[CH:50][CH:49]=1.C(=O)([O-])[O-].[Na+].[Na+]>C1(C)C=CC=CC=1.O1CCOCC1.O.C1C=CC([P]([Pd]([P](C2C=CC=CC=2)(C2C=CC=CC=2)C2C=CC=CC=2)([P](C2C=CC=CC=2)(C2C=CC=CC=2)C2C=CC=CC=2)[P](C2C=CC=CC=2)(C2C=CC=CC=2)C2C=CC=CC=2)(C2C=CC=CC=2)C2C=CC=CC=2)=CC=1>[CH2:1]([O:8][C:9]([NH:11][C@@H:12]([CH2:32][C:33]1[CH:34]=[C:35]([C:48]2[CH:53]=[CH:52][CH:51]=[CH:50][CH:49]=2)[C:36]([CH:39]2[S:43](=[O:45])(=[O:44])[NH:42][C:41](=[O:46])[CH2:40]2)=[CH:37][CH:38]=1)[C:13]([NH:15][CH2:16][CH2:17][CH2:18][CH2:19][O:20][C:21]1[CH:30]=[CH:29][CH:28]=[C:27]([OH:31])[C:22]=1[C:23]([OH:25])=[O:24])=[O:14])=[O:10])[C:2]1[CH:3]=[CH:4][CH:5]=[CH:6][CH:7]=1 |f:2.3.4,^1:80,82,101,120|. Procedure details: To a solution of methyl 2-[4-((2S)-2-[(benzyloxy)carbonyl]amino-3-[3-bromo-4-(1,1-dioxido-3-oxoisothiazolidin-5-yl)phenyl]propanoylamino)butoxy]-6-hydroxybenzoate (12.0 mg, 0.0164 mmol) in toluene (0.4 mL) and 1,4-dioxane (0.4 mL) was added phenylboronic acid (2.40 mg, 0.0196 mmol) and 2 M sodium carbonate in water (0.049 mL). The resulting mixture was degassed with nitrogen. Tetrakis(triphenylphosphine)palladium(0) (0.95 mg, 0.82 μmol) was then added to reaction mixture and heated at 100° C. ov... The reactants are [BH3-]C#N, O=C(N(Cc1ccnc2ccccc12)C1CCNC(Cc2ccccc2)C1)C(F)(F)F, CC(=O)[O-], CC(=O)O, CCO, O=CCc1ccccc1, [Na+], [Na+]. Product: O=C(N(Cc1ccnc2ccccc12)C1CCN(CCc2ccccc2)C(Cc2ccccc2)C1)C(F)(F)F. RXN SMILES: [C:46]([BH3-:47])#[N:48].[CH2:10]([c:11]1[cH:12][cH:13][cH:14][cH:15][cH:16]1)[CH:17]1[NH:18][CH2:19][CH2:20][CH:21]([N:23]([C:24]([C:25]([F:26])([F:27])[F:28])=[O:29])[CH2:30][c:31]2[cH:32][cH:33][n:34][c:35]3[cH:36][cH:37][cH:38][cH:39][c:40]23)[CH2:22]1.[CH3:42][C:43](=[O:44])[O-:45].[CH3:50][C:51](=[O:52])[OH:53].[CH3:54][CH2:55][OH:56].[CH:1](=[O:2])[CH2:3][c:4]1[cH:5][cH:6][cH:7][cH:8][cH:9]1.[Na+:41].[Na+:49]>>[CH:1]1([CH2:3][c:4]2[cH:5][cH:6][cH:7][cH:8][cH:9]2)[N:18]([CH2:17][CH2:10][c:11]2[cH:12][cH:13][cH:14][cH:15][cH:16]2)[CH2:19][CH2:20][CH:21]([N:23]([C:24]([C:25]([F:26])([F:27])[F:28])=[O:29])[CH2:30][c:31]2[cH:32][cH:33][n:34][c:35]3[cH:36][cH:37][cH:38][cH:39][c:40]23)[CH2:22]1. The solvent is C(C)O (ethanol), O (water). Product: O1[C@H]2[C@@H]1C(C=C1C=C[C@H]3[C@@H]4CC[C@H]([C@@H](CCCC(C)(C)O)C)[C@]4(CC[C@@H]3[C@@]21C)C)=O (1α,2α-Epoxy-25-hydroxycholesta-4,6-dien-3-one). Procedure: The trienone from (a) (1.3 gms) in ethanol (50 mls) was treated with 10% aqueous potassium hydroxide (0.5 ml) and 30% aqueous H2O2 (3 ml). After storage overnight at room temperature, the solution was diluted with water and the solid product collected. Recrystallization from aqueous methanol gave the title compound which after one further crystallization had melting point 162°-163°. As a reaction SMILES: [OH:1][C:2]([CH2:5][CH2:6][CH2:7][C@H:8]([C@@H:10]1[C@:27]2([CH3:28])[C@H:13]([C@H:14]3[C@H:24]([CH2:25][CH2:26]2)[C@:22]2([CH3:23])[C:17](=[CH:18][C:19](=[O:29])[CH:20]=[CH:21]2)[CH:16]=[CH:15]3)[CH2:12][CH2:11]1)[CH3:9])([CH3:4])[CH3:3].[OH-:30].[K+].OO>C(O)C.O>[O:30]1[C@H:20]2[C:19](=[O:29])[CH:18]=[C:17]3[C@:22]([CH3:23])([C@@H:21]12)[C@@H:24]1[C@H:14]([C@H:13]2[C@:27]([CH3:28])([CH2:26][CH2:25]1)[C@@H:10]([C@H:8]([CH3:9])[CH2:7][CH2:6][CH2:5][C:2]([OH:1])([CH3:3])[CH3:4])[CH2:11][CH2:12]2)[CH:15]=[CH:16]3 |f:1.2|. Starting materials: OC(C)(C)CCC[C@@H](C)[C@H]1CC[C@H]2[C@@H]3C=CC4=CC(C=C[C@]4(C)[C@H]3CC[C@]12C)=O (25-Hydroxycholesta-1,4,6-trien-3-one), [OH-].[K+] (potassium hydroxide), OO (H2O2).